This data is from the Open Reaction Database (ORD), a public repository of structured organic reaction records. The task is: describe an organic reaction: reactants, conditions, products, and yield Starting materials: C[Si](C(C)(C)C)(O[C@H]1[C@@H](O[C@@H]([C@H]1O[Si](C(C)(C)C)(C)C)CO[Si](C(C)(C)C)(C)C)N1C2=NC(=NC(=C2N=C1)N)C=1C=NN(C1)CC1=CC=CC=C1)C (9-{(2R,3R,4R,5R)-3,4-bis(1,1,2,2-tetramethyl-1-silapropoxy)-5-[(1,1,2,2-tetramethyl-1-silapropoxy)methyl]oxolan-2-yl}-2-[1-benzylpyrazol-4yl]purine-6-ylamine), IC(CCCC1=NNC=C1)C (4-iodo-pentylpyrazole), IC1=CC=C(CC2=NNC=C2)C=C1 (4-iodo-benzylpyrazole). Product: C[Si](C(C)(C)C)(O[C@H]1[C@@H](O[C@@H]([C@H]1O[Si](C(C)(C)C)(C)C)CO[Si](C(C)(C)C)(C)C)N1C2=NC(=NC(=C2N=C1)N)C=1C=NN(C1)CCCCC)C (9-{(2R,3R,4R,5R)-3,4-bis(1,1,2,2-tetramethyl-1-silapropoxy)-5-[(1,1,2,2-tetramethyl-1-silapropoxy)methyl]oxolan-2-yl}-2-[1-pentylpyrazol-4-yl]purine-6-ylamine). Reaction SMILES: [CH3:1][Si:2]([CH3:52])([O:7][C@@H:8]1[C@H:12]([O:13][Si:14]([CH3:20])([CH3:19])[C:15]([CH3:18])([CH3:17])[CH3:16])[C@@H:11]([CH2:21][O:22][Si:23]([CH3:29])([CH3:28])[C:24]([CH3:27])([CH3:26])[CH3:25])[O:10][C@H:9]1[N:30]1[CH:38]=[N:37][C:36]2[C:31]1=[N:32][C:33]([C:40]1[CH:41]=[N:42][N:43]([CH2:45][C:46]3C=C[CH:49]=[CH:48][CH:47]=3)[CH:44]=1)=[N:34][C:35]=2[NH2:39])[C:3]([CH3:6])([CH3:5])[CH3:4].IC(C)CCCC1C=CNN=1.IC1C=CC(CC2C=CNN=2)=CC=1>>[CH3:52][Si:2]([CH3:1])([O:7][C@@H:8]1[C@H:12]([O:13][Si:14]([CH3:20])([CH3:19])[C:15]([CH3:18])([CH3:16])[CH3:17])[C@@H:11]([CH2:21][O:22][Si:23]([CH3:28])([CH3:29])[C:24]([CH3:27])([CH3:26])[CH3:25])[O:10][C@H:9]1[N:30]1[CH:38]=[N:37][C:36]2[C:31]1=[N:32][C:33]([C:40]1[CH:41]=[N:42][N:43]([CH2:45][CH2:46][CH2:47][CH2:48][CH3:49])[CH:44]=1)=[N:34][C:35]=2[NH2:39])[C:3]([CH3:4])([CH3:5])[CH3:6]. Reported procedure: Compound 14 was prepared in the manner of compound 11 substituting 4-iodo-pentylpyrazole for 4-iodo-benzylpyrazole to afford compound 14: 1H NMR(CDCl3) 0.00(s, 3H, CH3), 0.01(s, 3H, CH3), 0.04(s, 3H, CH3), 0.07 (s, 3H, CH3), 0.11 (s, 3H, CH3), 0.14 (s, 3H, CH3), 0.78 (s, 9H, t-bu), 0.80 (t, 3H), 0.83 (s, 9H, t-bu), 0.91 (s, 9H, t-bu), 1.25-1.40 (m, 4H), 1.85-1.95 (m, 2H), 3.82 (d, 1H), 4.08 (d, 1H), 4.20-4.28 (m, 3H), 4.32-4.34 (m, 1H), 4.55-4.57 (m, 1H), 5.35 (m, 2H), 5.70 (bs, 2H, D2O exchange... Reactants: COC(=O)CCCCCCCCCCBr, O=C([O-])[O-], [K+], [K+], CN(C)C=O, CCCc1c(O)ccc(C(C)=O)c1O. Product: CCCc1c(OCCCCCCCCCCC(=O)OC)ccc(C(C)=O)c1O. As a reaction SMILES: [Br:15][CH2:16][CH2:17][CH2:18][CH2:19][CH2:20][CH2:21][CH2:22][CH2:23][CH2:24][CH2:25][C:26](=[O:27])[O:28][CH3:29].[C:30](=[O:31])([O-:32])[O-:33].[K+:34].[K+:35].[O:36]=[CH:37][N:38]([CH3:39])[CH3:40].[OH:1][c:2]1[c:3]([C:12]([CH3:13])=[O:14])[cH:4][cH:5][c:6]([OH:11])[c:7]1[CH2:8][CH2:9][CH3:10]>>[OH:1][c:2]1[c:3]([C:12]([CH3:13])=[O:14])[cH:4][cH:5][c:6]([O:11][CH2:16][CH2:17][CH2:18][CH2:19][CH2:20][CH2:21][CH2:22][CH2:23][CH2:24][CH2:25][C:26](=[O:27])[O:28][CH3:29])[c:7]1[CH2:8][CH2:9][CH3:10].